Dataset: the Open Reaction Database (ORD), a public repository of structured organic reaction records. Task: describe an organic reaction: reactants, conditions, products, and yield The reactants are CC1(CNC(C=2N1C=1C=C(C=CC1C2)C(=O)NC=2N=C(N(C2)C)C(=O)OCC)=O)C (ethyl 4-{[(4,4-dimethyl-1-oxo-1,2,3,4-tetrahydropyrazino[1,2-a]indol-7-yl)carbonyl]amino}-1-methyl-1H-imidazole-2-carboxylate), [OH-].[Na+] (NaOH), Cl (HCl). Solvent: CO (methanol). Conditions: temperature 60 celsius. Yields the product CC1(CNC(C=2N1C=1C=C(C=CC1C2)C(=O)NC=2N=C(N(C2)C)C(=O)O)=O)C (4-{[(4,4-dimethyl-1-oxo-1,2,3,4-tetrahydropyrazino[1,2-a]indol-7-yl)carbonyl]amino}-1-methyl-1H-imidazole-2-carboxylic acid). The yield is 70.6%. As a reaction SMILES: [CH3:1][C:2]1([CH3:30])[N:7]2[C:8]3[CH:9]=[C:10]([C:15]([NH:17][C:18]4[N:19]=[C:20]([C:24]([O:26]CC)=[O:25])[N:21]([CH3:23])[CH:22]=4)=[O:16])[CH:11]=[CH:12][C:13]=3[CH:14]=[C:6]2[C:5](=[O:29])[NH:4][CH2:3]1.[OH-].[Na+].Cl>CO>[CH3:1][C:2]1([CH3:30])[N:7]2[C:8]3[CH:9]=[C:10]([C:15]([NH:17][C:18]4[N:19]=[C:20]([C:24]([OH:26])=[O:25])[N:21]([CH3:23])[CH:22]=4)=[O:16])[CH:11]=[CH:12][C:13]=3[CH:14]=[C:6]2[C:5](=[O:29])[NH:4][CH2:3]1 |f:1.2|. Procedure details: A suspension of ethyl 4-{[(4,4-dimethyl-1-oxo-1,2,3,4-tetrahydropyrazino[1,2-a]indol-7-yl)carbonyl]amino}-1-methyl-1H-imidazole-2-carboxylate (540 mg, 1.3 mmol) in 3N NaOH solution (2.2 mL, 6.6 mmol) and methanol (5 mL) is heated at 60° C. for 2 h. The mixture is acidified with 2N HCl solution until the pH is about 2. The solution is allowed to cool with stifling. After 2 h the resulting solid is collected by filtration, washed with water and dried to afford the title compound (350 mg, 70%). Starting materials: C1(CCCC1)N1N=CC=2C(=CC(=CC12)C(=C)C)C(=O)NCC=1C(NC(=CC1C)C)=O (1-Cyclopentyl-N-((4,6-dimethyl-2-oxo-1,2-dihydropyridin-3-yl)methyl)-6-(prop-1-en-2-yl)-1H-indazole-4-carboxamide). Reagents/catalysts: [Pd] (Pd—C). Yields the product C1(CCCC1)N1N=CC=2C(=CC(=CC12)C(C)C)C(=O)NCC=1C(NC(=CC1C)C)=O (1-cyclopentyl-N-((4,6-dimethyl-2-oxo-1,2-dihydropyridin-3-yl)methyl)-6-isopropyl-1H-indazole-4-carboxamide). Isolated yield 35.0%. Reaction SMILES: [CH:1]1([N:6]2[C:14]3[CH:13]=[C:12]([C:15]([CH3:17])=[CH2:16])[CH:11]=[C:10]([C:18]([NH:20][CH2:21][C:22]4[C:23](=[O:30])[NH:24][C:25]([CH3:29])=[CH:26][C:27]=4[CH3:28])=[O:19])[C:9]=3[CH:8]=[N:7]2)[CH2:5][CH2:4][CH2:3][CH2:2]1>[Pd]>[CH:1]1([N:6]2[C:14]3[CH:13]=[C:12]([CH:15]([CH3:16])[CH3:17])[CH:11]=[C:10]([C:18]([NH:20][CH2:21][C:22]4[C:23](=[O:30])[NH:24][C:25]([CH3:29])=[CH:26][C:27]=4[CH3:28])=[O:19])[C:9]=3[CH:8]=[N:7]2)[CH2:2][CH2:3][CH2:4][CH2:5]1. Procedure details: 1-Cyclopentyl-N-((4,6-dimethyl-2-oxo-1,2-dihydropyridin-3-yl)methyl)-6-(prop-1-en-2-yl)-1H-indazole-4-carboxamide was reduced using the standard Pd—C hydrogenation conditions and purified by prep HPLC to afford the target compound as a TFA salt (35% yield). LCMS: 407.25 (M+1)+; HPLC: 97.79% (@ 254 nm) (Rt; 7.285); 1H NMR (DMSO-d6, 400 MHz) δ 11.54 (s, 1H), 8.43 (t, 1H), 8.25 (s, 1H), 7.64 (s, 1H), 7.48 (s, 1H), 5.89 (s, 1H), 5.18 (m, 1H), 4.36 (d, 2H, J=4 Hz), 3.04 (m, 1H), 2.21 (s, 3H), 2.12 (s... Reactants: ClCCC[C@H]1[C@@H](COC2=C(S1)C=C(C=C2)OC)O (trans-4-(3-chloropropyl)-7-methoxy-3,4-dihydro-2H-1,5-benzoxathiepin-3-ol), C1(=CC=CC=C1)N1CCNCC1 (N-phenylpiperazine). Conditions: temperature 90 celsius, time 2 hour. The product is Cl.Cl.COC=1C=CC2=C(S[C@H]([C@@H](CO2)O)CCCN2CCN(CC2)C2=CC=CC=C2)C1 (trans-7-methoxy-4-[3-(4-phenylpiperazine-1-yl)propyl]-3,4-dihydro-2H-1,5-benzoxathiepin-3-ol dihydrochloride). As a reaction SMILES: [Cl:1][CH2:2][CH2:3][CH2:4][C@@H:5]1[S:11][C:10]2[CH:12]=[C:13]([O:16][CH3:17])[CH:14]=[CH:15][C:9]=2[O:8][CH2:7][C@H:6]1[OH:18].[C:19]1([N:25]2[CH2:30][CH2:29][NH:28][CH2:27][CH2:26]2)[CH:24]=[CH:23][CH:22]=[CH:21][CH:20]=1>>[ClH:1].[ClH:1].[CH3:17][O:16][C:13]1[CH:14]=[CH:15][C:9]2[O:8][CH2:7][C@@H:6]([OH:18])[C@H:5]([CH2:4][CH2:3][CH2:2][N:28]3[CH2:29][CH2:30][N:25]([C:19]4[CH:24]=[CH:23][CH:22]=[CH:21][CH:20]=4)[CH2:26][CH2:27]3)[S:11][C:10]=2[CH:12]=1 |f:2.3.4|. Procedure: A mixture of trans-4-(3-chloropropyl)-7-methoxy-3,4-dihydro-2H-1,5-benzoxathiepin-3-ol(0.1 g) and N-phenylpiperazine (0.2 g) is stirred at 90° C. for 2 hours. The reaction mixture is purified by silica gel column chromatography eluting with n-hexane-ethyl acetate methanol (10:10:1) and treated, with ethanolic hydrogen chloride to give trans-7-methoxy-4-[3-(4-phenylpiperazine-1-yl)propyl]-3,4-dihydro-2H-1,5-benzoxathiepin-3-ol dihydrochloride as an amorphous powder. Starting materials: OC(CC(CC(=O)OCC)=O)\C=C\C=1C(=C2N(C=CC3=CC=CC=C23)C1C(C)C)C1=CC=CC=C1 (ethyl (E)-5-hydroxy-7-(3-isopropyl-1-phenylpyrrolo[2,1-a]isoquinolin-2-yl)-3-oxohept-6-enoate). Reagents/catalysts: [Pd] (palladium on calcium carbonate), [Pd] (palladium on charcoal). Solvent: C(C)O (ethanol). The product is OC(CC(CC(=O)OCC)=O)CCC=1C(=C2N(C=CC3=CC=CC=C23)C1C(C)C)C1=CC=CC=C1 (ethyl 5-hydroxy-7-(3-isopropyl1-phenylpyrrolo[2,1-a]isoquinolin-2-yl)-3-oxoheptanoate). Yield: 103.8%. RXN SMILES: [OH:1][CH:2](/[CH:12]=[CH:13]/[C:14]1[C:15]([C:30]2[CH:35]=[CH:34][CH:33]=[CH:32][CH:31]=2)=[C:16]2[C:25]3[C:20](=[CH:21][CH:22]=[CH:23][CH:24]=3)[CH:19]=[CH:18][N:17]2[C:26]=1[CH:27]([CH3:29])[CH3:28])[CH2:3][C:4](=[O:11])[CH2:5][C:6]([O:8][CH2:9][CH3:10])=[O:7]>C(O)C.[Pd]>[OH:1][CH:2]([CH2:12][CH2:13][C:14]1[C:15]([C:30]2[CH:31]=[CH:32][CH:33]=[CH:34][CH:35]=2)=[C:16]2[C:25]3[C:20](=[CH:21][CH:22]=[CH:23][CH:24]=3)[CH:19]=[CH:18][N:17]2[C:26]=1[CH:27]([CH3:28])[CH3:29])[CH2:3][C:4](=[O:11])[CH2:5][C:6]([O:8][CH2:9][CH3:10])=[O:7]. Procedure: A solution of ethyl (E)-5-hydroxy-7-(3-isopropyl-1-phenylpyrrolo[2,1-a]isoquinolin-2-yl)-3-oxohept-6-enoate (0.94 g; prepared as described in Reference Example 2) in ethanol (42 ml) was reduced catalytically under a hydrogen atmosphere using 5% w/w palladium on charcoal (0.254 g) and 5% w/w palladium on calcium carbonate (0.226 g) as catalysts. The mixture was filtered to remove the catalysts and the filtrate was evaporated, to give ethyl 5-hydroxy-7-(3-isopropyl1-phenylpyrrolo[2,1-a]isoquinolin... Starting materials: ClCC(=O)NC=1C=NC(=CC1)C(N)=NO (2-Chloro-N-(6-(N′-hydroxycarbamimidoyl)pyridin-3-yl)acetamide), C(C)OC(=O)C#CC(=O)OCC (diethylacetylene dicarboxylate), CO (methanol). Reaction conditions: temperature 142.5 celsius, time 8 hour. The product is ClCC(=O)NC=1C=CC(=NC1)C1=NC(=C(C(=N1)C(=O)OCC)O)O (Ethyl 2-(5-(2-chloroacetamido)pyridin-2yl)-5,6-dihydroxypyrimidine-4-carboxylate). As a reaction SMILES: [Cl:1][CH2:2][C:3]([NH:5][C:6]1[CH:7]=[N:8][C:9]([C:12](=[N:14]O)[NH2:13])=[CH:10][CH:11]=1)=[O:4].[CH2:16]([O:18][C:19]([C:21]#[C:22][C:23]([O:25]CC)=O)=[O:20])[CH3:17].C[OH:29]>>[Cl:1][CH2:2][C:3]([NH:5][C:6]1[CH:11]=[CH:10][C:9]([C:12]2[N:14]=[C:21]([C:19]([O:18][CH2:16][CH3:17])=[O:20])[C:22]([OH:29])=[C:23]([OH:25])[N:13]=2)=[N:8][CH:7]=1)=[O:4]. Procedure: A mixture of compound of example 4 (2.0 g, 8.75 mmol) and diethylacetylene dicarboxylate (0.34 g, 2.36 mmol) was stirred in methanol (20 mL) at a temperature in the range of 60-65° C. for 4 hours. Methanol was removed under reduced pressure and xylene (20 mL) was added and the reaction mixture was heated at a temperature in the range of 140-145° C. for 18 hours. A brownish colored solid obtained was removed by filtration, and the reaction mixture was again stirred at the same temperature for 8 h... Starting materials: C(C)O (ethanol), product, ClC1=NC=C(C=C1)CCl (2-chloro-5-chloromethylpyridine), CN (methylamine). The solvent is O (water). Run at temperature 20 celsius. Yields the product ClC1=CC=C(C=N1)CNC (N-(6-chloro-3-pyridylmethyl)-N-methylamine). RXN SMILES: [Cl:1][C:2]1[CH:7]=[CH:6][C:5]([CH2:8]Cl)=[CH:4][N:3]=1.[CH3:10][NH2:11].C(O)C>O>[Cl:1][C:2]1[N:3]=[CH:4][C:5]([CH2:8][NH:11][CH3:10])=[CH:6][CH:7]=1. Reported procedure: A mixture of the product of Example 4(b), 2-chloro-5-chloromethylpyridine, (8.1 g, 0.05 mol), methylamine (60 ml of a 30% w/v solution in water, 0.5 mol) and ethanol (100 ml) was heated, with stirring, under reflux for 5 hours. The reaction mixture was then cooled to ambient temperature (20° C.) and the solvent removed by evaporation under reduced pressure to give a brown oil. The product, N-(6-chloro-3-pyridylmethyl)-N-methylamine, was isolated from this oil by flash chromatography using silica... Reactants: [Mg] (magnesium), BrC[C@H](CCOC1OCCCC1)C (2-[(S)-4-bromo-3-methylbutoxy]-tetrahydro-2H-pyran), CI (methyl iodide), BrC[C@H](CCOC1OCCCC1)C (2-[(S)-4-bromo-3-methylbutoxy]-tetrahydro-2H-pyran), BrC[C@H](CCOC1OCCCC1)C (2-[(S)--4-bromo-3-methylbutoxy]-tetrahydro-2H-pyran), Li2CuCl4, solution, 3-methyl-1-butanol--p-toluenesulphonate. Solvent: O1CCCC1 (tetrahydrofuran), O1CCCC1 (tetrahydrofuran). Run at time 5 minute. Yields the product C[C@@H](CCOC1OCCCC1)CCCC(C)C (2-[(R)-3,7-dimethyloctanoxy]-tetrahydro-2H-pyran). As a reaction SMILES: CI.[Mg].Br[CH2:5][C@@H:6]([CH3:16])[CH2:7][CH2:8][O:9][CH:10]1[CH2:15][CH2:14][CH2:13][CH2:12][O:11]1>O1CCCC1>[CH3:16][C@H:6]([CH2:5][CH2:8][CH2:7][CH:6]([CH3:16])[CH3:5])[CH2:7][CH2:8][O:9][CH:10]1[CH2:15][CH2:14][CH2:13][CH2:12][O:11]1. Reported procedure: 4.7 g (0.202 mol) of magnesium shavings in a 3-necked flask under an argon atmosphere and provided with a calcium chloride tube are activated by addition of 2.0 ml of methyl iodide. After 5 minutes, the methyl iodide is removed and the magnesium washed several times with absolute tetrahydrofuran. To the activated magnesium is added dropwise a solution of 44 g (0.175 mol) of 2-[(S)-4-bromo-3-methylbutoxy]-tetrahydro-2H-pyran in 50 ml of absolute tetrahydrofuran at such a rate that the solvent jus... Starting materials: Cl.Cl.Cl.N[C@@H](CC(C)C)C=1N=C(SC1)NC1=CC(=C(C=C1)N1C=NC(=C1)C)OC ([4-((S)-1-amino-3-methyl-butyl)-thiazol-2-yl]-[3-methoxy-4-(4-methyl-imidazol-1-yl)-phenyl]-amine trihydrochloride), COCC(=O)O (methoxyacetic acid), ( 100 ). Product: COCC(=O)N[C@@H](CC(C)C)C=1N=C(SC1)NC1=CC(=C(C=C1)N1C=NC(=C1)C)OC (2-Methoxy-N—((S)-1-{2-[3-methoxy-4-(4-methyl-imidazol-1-yl)-phenylamino]-thiazol-4-yl}-3-methyl-butyl)-acetamide). Reaction SMILES: Cl.Cl.Cl.[NH2:4][C@H:5]([C:10]1[N:11]=[C:12]([NH:15][C:16]2[CH:21]=[CH:20][C:19]([N:22]3[CH:26]=[C:25]([CH3:27])[N:24]=[CH:23]3)=[C:18]([O:28][CH3:29])[CH:17]=2)[S:13][CH:14]=1)[CH2:6][CH:7]([CH3:9])[CH3:8].[CH3:30][O:31][CH2:32][C:33](O)=[O:34]>>[CH3:30][O:31][CH2:32][C:33]([NH:4][C@H:5]([C:10]1[N:11]=[C:12]([NH:15][C:16]2[CH:21]=[CH:20][C:19]([N:22]3[CH:26]=[C:25]([CH3:27])[N:24]=[CH:23]3)=[C:18]([O:28][CH3:29])[CH:17]=2)[S:13][CH:14]=1)[CH2:6][CH:7]([CH3:8])[CH3:9])=[O:34] |f:0.1.2.3|. Procedure: The title compound was prepared in analogy to example 34 from 96 mg (0.2 mmol) [4-((S)-1-amino-3-methyl-butyl)-thiazol-2-yl]-[3-methoxy-4-(4-methyl-imidazol-1-yl)-phenyl]-amine trihydrochloride and 20 mg (0.22 mmol) methoxyacetic acid yielding 100 mg (100%) 2-methoxy-N—((S)-1-{2-[3-methoxy-4-(4-methyl-imidazol-1-yl)-phenylamino]-thiazol-4-yl}-3-methyl-butyl)-acetamide as a viscous oil. MS ISP (m/e): 444.2 (100) (M+H)+. 1H NMR (DMSO-D6, 250 MHz): δ (ppm)=10.38 (s, 1H), 7.82 (d, 1H), 7.64 (s, 1H),...